Dataset: the Open Reaction Database (ORD), a public repository of structured organic reaction records. Task: describe an organic reaction: reactants, conditions, products, and yield Starting materials: O=S(=O)(Cl)c1c(F)cccc1F, CC(C)(C)OC(=O)N1CCC(c2nc(-c3cccc(N)c3F)c(-c3ccnc(Cl)n3)s2)CC1, c1ccncc1. Yields the product CC(C)(C)OC(=O)N1CCC(c2nc(-c3cccc(NS(=O)(=O)c4c(F)cccc4F)c3F)c(-c3ccnc(Cl)n3)s2)CC1. As a reaction SMILES: [F:34][c:35]1[c:36]([S:42](=[O:43])(=[O:44])[Cl:45])[c:37]([F:41])[cH:38][cH:39][cH:40]1.[NH2:1][c:2]1[c:3]([F:33])[c:4](-[c:8]2[n:9][c:10]([CH:20]3[CH2:21][CH2:22][N:23]([C:26](=[O:27])[O:28][C:29]([CH3:30])([CH3:31])[CH3:32])[CH2:24][CH2:25]3)[s:11][c:12]2-[c:13]2[n:14][c:15]([Cl:19])[n:16][cH:17][cH:18]2)[cH:5][cH:6][cH:7]1.[cH:46]1[cH:47][cH:48][n:49][cH:50][cH:51]1>>[NH:1]([c:2]1[c:3]([F:33])[c:4](-[c:8]2[n:9][c:10]([CH:20]3[CH2:21][CH2:22][N:23]([C:26](=[O:27])[O:28][C:29]([CH3:30])([CH3:31])[CH3:32])[CH2:24][CH2:25]3)[s:11][c:12]2-[c:13]2[n:14][c:15]([Cl:19])[n:16][cH:17][cH:18]2)[cH:5][cH:6][cH:7]1)[S:42]([c:36]1[c:35]([F:34])[cH:40][cH:39][cH:38][c:37]1[F:41])(=[O:43])=[O:44]. Starting materials: O=[N+]([O-])c1cc(CCl)ccc1OCc1ccccc1, CS(C)=O, N#C[Na], O. Yields the product N#CCc1ccc(OCc2ccccc2)c([N+](=O)[O-])c1. RXN SMILES: [CH2:1]([c:2]1[cH:3][cH:4][cH:5][cH:6][cH:7]1)[O:8][c:9]1[c:10]([N+:17](=[O:18])[O-:19])[cH:11][c:12]([CH2:13][Cl:14])[cH:15][cH:16]1.[CH3:24][S:25](=[O:26])[CH3:27].[Na:20][C:21]#[N:22].[OH2:23]>>[CH2:1]([c:2]1[cH:3][cH:4][cH:5][cH:6][cH:7]1)[O:8][c:9]1[c:10]([N+:17](=[O:18])[O-:19])[cH:11][c:12]([CH2:13][C:21]#[N:22])[cH:15][cH:16]1. The reactants are polyphosphoric acid, C(C=CC1=CC=CC=C1)(=O)C1=CC2=C(NC(O2)=O)C=C1 (6-cinnamoylbenzoxazolinone). The solvent is C(Cl)(Cl)Cl (chloroform). Conditions: temperature 120 celsius, time 55 minute. Product: O=C1OC2=C(N1)C=C1C(=C2)C(C=C1C1=CC=CC=C1)=O (2,3-dihydro-2,7-dioxo-5-phenylcyclopenta[f]benzoxazole). RXN SMILES: [C:1]([C:11]1[CH:20]=[CH:19][C:14]2[NH:15][C:16](=[O:18])[O:17][C:13]=2[CH:12]=1)(=[O:10])[CH:2]=[CH:3][C:4]1[CH:9]=[CH:8][CH:7]=[CH:6][CH:5]=1>C(Cl)(Cl)Cl>[O:18]=[C:16]1[NH:15][C:14]2[CH:19]=[C:20]3[C:3]([C:4]4[CH:5]=[CH:6][CH:7]=[CH:8][CH:9]=4)=[CH:2][C:1](=[O:10])[C:11]3=[CH:12][C:13]=2[O:17]1. Procedure details: 1000 g of polyphosphoric acid are placed in a 1000-ml round-bottomed flask equipped with a mechanical stirrer. 119.36 g (0.45 mol) of 6-cinnamoylbenzoxazolinone, described in Application FR 73/23,281, are dissolved with stirring at a temperature of 120° C., and stirring is continued for 55 min while this temperature is maintained. The reaction mixture is hydrolyzed by vigorous stirring in 5 volumes of ice-cold water, and the product is drained, washed with water until the washes are neutral and ... The reactants are C(C1=CC=CC=C1)C1(CCN(CC1)CCNC(=O)NC1=CC(=NC=C1)N(C)CC1=CC=CC=C1)O (1-[2-(4-Benzyl-4-hydroxy-piperidin-1-yl)-ethyl]-3-[2-(benzyl-methyl-amino)-pyridin-4-yl]-urea), Cl (HCl). The reagents and catalysts are [Pd] (Pd—C). Solvent: CO (MeOH). Reaction conditions: time 96 hour. The product is C(C1=CC=CC=C1)C1(CCN(CC1)CCNC(=O)NC1=CC(=NC=C1)NC)O (1-[2-(4-Benzyl-4-hydroxy-piperidin-1-yl)-ethyl]-3-(2-methylamino-pyridin-4-yl)-urea). Reaction SMILES: [CH2:1]([C:8]1([OH:35])[CH2:13][CH2:12][N:11]([CH2:14][CH2:15][NH:16][C:17]([NH:19][C:20]2[CH:25]=[CH:24][N:23]=[C:22]([N:26](CC3C=CC=CC=3)[CH3:27])[CH:21]=2)=[O:18])[CH2:10][CH2:9]1)[C:2]1[CH:7]=[CH:6][CH:5]=[CH:4][CH:3]=1.Cl>CO.[Pd]>[CH2:1]([C:8]1([OH:35])[CH2:9][CH2:10][N:11]([CH2:14][CH2:15][NH:16][C:17]([NH:19][C:20]2[CH:25]=[CH:24][N:23]=[C:22]([NH:26][CH3:27])[CH:21]=2)=[O:18])[CH2:12][CH2:13]1)[C:2]1[CH:3]=[CH:4][CH:5]=[CH:6][CH:7]=1. Procedure: A suspension of 1-[2-(4-benzyl-4-hydroxy-piperidin-1-yl)-ethyl]-3-[2-(benzyl-methyl-amino)-pyridin-4-yl]-urea (Example 434., 0.3 g, 0.65 mmol), 2N aqueous HCl (0.65 mL, 1.3 mmol) and Pd—C 10% (30 mg) in MeOH (20 mL) is stirred under hydrogen atmosphere for 96 h. The catalyst is filtered off and the reaction mixture evaporated to provide the title compound. As a reaction SMILES: [CH2:41]([Cl:42])[Cl:43].[CH3:44][N:45]([CH3:46])[CH:47]=[O:48].[CH:1]1([CH2:6][CH:7]([C:8](=[O:9])[OH:10])[c:11]2[cH:12][c:13]([Cl:18])[c:14]([Cl:17])[cH:15][cH:16]2)[CH2:2][CH2:3][CH2:4][CH2:5]1.[CH:25]([N:26]([CH2:27][CH3:28])[CH:29]([CH3:30])[CH3:31])([CH3:32])[CH3:33].[Cl:19][C:20]([C:21]([Cl:22])=[O:23])=[O:24].[NH2:34][c:35]1[n:36][cH:37][cH:38][n:39][cH:40]1.[O:49]1[CH2:50][CH2:51][CH2:52][CH2:53]1.[OH2:54]>>[CH:1]1([CH2:6][CH:7]([C:8](=[O:10])[NH:34][c:35]2[n:36][cH:37][cH:38][n:39][cH:40]2)[c:11]2[cH:12][c:13]([Cl:18])[c:14]([Cl:17])[cH:15][cH:16]2)[CH2:2][CH2:3][CH2:4][CH2:5]1. The reactants are ClCCl, CN(C)C=O, O=C(O)C(CC1CCCC1)c1ccc(Cl)c(Cl)c1, CCN(C(C)C)C(C)C, O=C(Cl)C(=O)Cl, Nc1cnccn1, C1CCOC1, O. Yields the product O=C(Nc1cnccn1)C(CC1CCCC1)c1ccc(Cl)c(Cl)c1.